Dataset: the Open Reaction Database (ORD), a public repository of structured organic reaction records. Task: describe an organic reaction: reactants, conditions, products, and yield The reactants are C1(=CC=CC=C1)C(C1=CC=CC=C1)(C1=CC=CC=C1)OCCOCCOCC(COCCCCCCCCCCCCC1CCCCC1)O (2-[2-[3-(12-cyclohexyldodecyloxy)-2-hydroxypropoxy]ethoxy]ethyl triphenylmethyl ether), ClC1=NC=CC=N1 (2-chloropyrimidine). The product is C1(CCCCC1)CCCCCCCCCCCCOCC(COCCOCCO)OC1=NC=CC=N1 (2-[2-[3-(12-cyclohexyldodecyloxy)-2-(pyrimidin-2-yloxy)propoxy]ethoxy]ethanol). The yield is 83.9%. As a reaction SMILES: C1(C([O:20][CH2:21][CH2:22][O:23][CH2:24][CH2:25][O:26][CH2:27][CH:28]([OH:49])[CH2:29][O:30][CH2:31][CH2:32][CH2:33][CH2:34][CH2:35][CH2:36][CH2:37][CH2:38][CH2:39][CH2:40][CH2:41][CH2:42][CH:43]2[CH2:48][CH2:47][CH2:46][CH2:45][CH2:44]2)(C2C=CC=CC=2)C2C=CC=CC=2)C=CC=CC=1.Cl[C:51]1[N:56]=[CH:55][CH:54]=[CH:53][N:52]=1>>[CH:43]1([CH2:42][CH2:41][CH2:40][CH2:39][CH2:38][CH2:37][CH2:36][CH2:35][CH2:34][CH2:33][CH2:32][CH2:31][O:30][CH2:29][CH:28]([O:49][C:51]2[N:56]=[CH:55][CH:54]=[CH:53][N:52]=2)[CH2:27][O:26][CH2:25][CH2:24][O:23][CH2:22][CH2:21][OH:20])[CH2:44][CH2:45][CH2:46][CH2:47][CH2:48]1. Procedure: The procedure of Reference Example 2 was applied for a reaction of 2-[2-[3-(12-cyclohexyldodecyloxy)-2-hydroxypropoxy]ethoxy]ethyl triphenylmethyl ether (7.69 g) with 2-chloropyrimidine (3.36 g) to yield the desired compound (4.88 g).